From a dataset of the Open Reaction Database (ORD), a public repository of structured organic reaction records. describe an organic reaction: reactants, conditions, products, and yield Reactants: FC=1C=CC(=C(C1)N)OC1=CC=CC=C1 (5-fluoro-2-phenoxy-phenylamine), COC=1C=CC(=C(C=O)C1)OCCOS(=O)(=O)C1=CC=C(C)C=C1 (5-methoxy-2-(2-tosyloxy-ethoxy)-benzaldehyd), [Na] (sodium), sodium tris-acetoxy. Reagents/catalysts: glacial acid. Run in ClC(C)Cl (dichloroethane), O (water). Yields the product FC=1C=CC(=C(C1)NCC1=C(C=CC(=C1)OC)OCCOS(=O)(=O)C1=CC=C(C)C=C1)OC1=CC=CC=C1 ((5-Fluoro-2-phenoxy-phenyl)-{5-methoxy-2-[2-(tosyloxy-)-ethoxy]-benzyl}-amine). Isolated yield 71.0%. Reaction SMILES: [F:1][C:2]1[CH:3]=[CH:4][C:5]([O:9][C:10]2[CH:15]=[CH:14][CH:13]=[CH:12][CH:11]=2)=[C:6]([NH2:8])[CH:7]=1.[CH3:16][O:17][C:18]1[CH:19]=[CH:20][C:21]([O:26][CH2:27][CH2:28][O:29][S:30]([C:33]2[CH:39]=[CH:38][C:36]([CH3:37])=[CH:35][CH:34]=2)(=[O:32])=[O:31])=[C:22]([CH:25]=1)[CH:23]=O.[Na]>ClC(Cl)C.O>[F:1][C:2]1[CH:3]=[CH:4][C:5]([O:9][C:10]2[CH:15]=[CH:14][CH:13]=[CH:12][CH:11]=2)=[C:6]([NH:8][CH2:23][C:22]2[CH:25]=[C:18]([O:17][CH3:16])[CH:19]=[CH:20][C:21]=2[O:26][CH2:27][CH2:28][O:29][S:30]([C:33]2[CH:34]=[CH:35][C:36]([CH3:37])=[CH:38][CH:39]=2)(=[O:32])=[O:31])[CH:7]=1 |^1:39|. Reported procedure: To stirred solution of 9.1 g (45 mmol) 1b, 15.8 g (45 mmol) 5a and one drop of glacial acid in 60 ml dichloroethane (pH=5) were added 14.8 g (70 mmol) sodium tris-acetoxy hydro borane. The reaction mixture was stirred over night and diluted with 5 ml water. The pH value was adjusted with aqueous sodium hydroxyd solution to pH=8-9. The mixture was extracted three times with dichloromethane. The combined organic phases were washed with water and brine and were dried with magnesium sulfate. The des... Reactants: CC=1NC=2C(CCCC2C1C(=O)O)=O (2-methyl-7-oxo-4,5,6,7-tetrahydro-1H-indole-3-carboxylic acid), NCC(CN1CCCCC1)O (1-amino-3-(piperidin-1-yl)propan-2-ol). Product: OC(CNC(=O)C1=C(NC=2C(CCCC12)=O)C)CN1CCCCC1 (N-(2-hydroxy-3-(piperidin-1-yl)propyl)-2-methyl-7-oxo-4,5,6,7-tetrahydro-1H-indole-3-carboxamide). Isolated yield 78.0%. Reaction SMILES: [CH3:1][C:2]1[NH:3][C:4]2[C:5](=[O:14])[CH2:6][CH2:7][CH2:8][C:9]=2[C:10]=1[C:11]([OH:13])=O.[NH2:15][CH2:16][CH:17]([OH:25])[CH2:18][N:19]1[CH2:24][CH2:23][CH2:22][CH2:21][CH2:20]1>>[OH:25][CH:17]([CH2:18][N:19]1[CH2:24][CH2:23][CH2:22][CH2:21][CH2:20]1)[CH2:16][NH:15][C:11]([C:10]1[C:9]2[CH2:8][CH2:7][CH2:6][C:5](=[O:14])[C:4]=2[NH:3][C:2]=1[CH3:1])=[O:13]. Procedure: Similar procedure as Example 13, 2-methyl-7-oxo-4,5,6,7-tetrahydro-1H-indole-3-carboxylic acid (S4) 0.2 g (1.0 mmol) and 1-amino-3-(piperidin-1-yl)propan-2-ol 0.34 g (2.1 mmol) was reacted to give 0.26 g (78%) of the titled compound as a white solid. Starting materials: crude product, C(C)(=O)[O-].[K+] (potassium acetate), C(C=C)(=O)OC (methyl acrylate), product, C1(CCCCC1)C1=C(C(=CC=C1)C1CCCCC1)O (2,6-dicyclohexylphenol). The product is C1(CCCCC1)C=1C=C(C=C(C1O)C1CCCCC1)CCC(=O)OC (methyl 3-(3,5-dicyclohexyl-4-hydroxyphenyl)propionate). RXN SMILES: [CH:1]1([C:7]2[CH:12]=[CH:11][CH:10]=[C:9]([CH:13]3[CH2:18][CH2:17][CH2:16][CH2:15][CH2:14]3)[C:8]=2[OH:19])[CH2:6][CH2:5][CH2:4][CH2:3][CH2:2]1.C([O-])(=O)C.[K+].[C:25]([O:29][CH3:30])(=[O:28])[CH:26]=[CH2:27]>>[CH:1]1([C:7]2[CH:12]=[C:11]([CH2:27][CH2:26][C:25]([O:29][CH3:30])=[O:28])[CH:10]=[C:9]([CH:13]3[CH2:14][CH2:15][CH2:16][CH2:17][CH2:18]3)[C:8]=2[OH:19])[CH2:2][CH2:3][CH2:4][CH2:5][CH2:6]1 |f:1.2|. Procedure: The yield of crude product is 1217 g. The crude product contains 800 g of product, 120 g of 2,6-dicyclohexylphenol, 27 g of potassium acetate and also oligomerised methyl acrylate. The reactants are O=C(O)C(CC1CCCCC1)N1C(=O)NC(CC2CCCCC2)C1=O, COC(=O)c1ccc(N)nc1. Product: COC(=O)c1ccc(NC(=O)C(CC2CCCCC2)N2C(=O)NC(CC3CCCCC3)C2=O)nc1. Reaction SMILES: [CH:12]1([CH2:18][CH:19]([C:20](=[O:21])[OH:22])[N:23]2[C:24](=[O:36])[NH:25][CH:26]([CH2:29][CH:30]3[CH2:31][CH2:32][CH2:33][CH2:34][CH2:35]3)[C:27]2=[O:28])[CH2:13][CH2:14][CH2:15][CH2:16][CH2:17]1.[NH2:1][c:2]1[n:3][cH:4][c:5]([C:6](=[O:7])[O:8][CH3:9])[cH:10][cH:11]1>>[NH:1]([c:2]1[n:3][cH:4][c:5]([C:6](=[O:7])[O:8][CH3:9])[cH:10][cH:11]1)[C:20]([CH:19]([CH2:18][CH:12]1[CH2:13][CH2:14][CH2:15][CH2:16][CH2:17]1)[N:23]1[C:24](=[O:36])[NH:25][CH:26]([CH2:29][CH:30]2[CH2:31][CH2:32][CH2:33][CH2:34][CH2:35]2)[C:27]1=[O:28])=[O:21]. The product is CNC(CN1CCOCC1)c1ccc(Br)cc1. RXN SMILES: [Br:1][c:2]1[cH:3][cH:4][c:5]([CH:8]([CH2:9][N:10]2[CH2:11][CH2:12][O:13][CH2:14][CH2:15]2)[Cl:16])[cH:6][cH:7]1.[CH3:17][NH2:18].[CH3:19][CH2:20][OH:21]>>[Br:1][c:2]1[cH:3][cH:4][c:5]([CH:8]([CH2:9][N:10]2[CH2:11][CH2:12][O:13][CH2:14][CH2:15]2)[NH:18][CH3:17])[cH:6][cH:7]1. Starting materials: ClC(CN1CCOCC1)c1ccc(Br)cc1, CN, CCO.